Dataset: the Open Reaction Database (ORD), a public repository of structured organic reaction records. Task: describe an organic reaction: reactants, conditions, products, and yield RXN SMILES: [Br:1][c:2]1[cH:3][c:4]([NH2:5])[cH:6][cH:7][cH:8]1.[Cl:9][c:10]1[cH:11][c:12]([C:25](=[O:26])[O:27][CH3:28])[c:13]([NH:16][C:17]([CH2:18][O:19][CH2:20][C:21](=[O:22])[OH:23])=[O:24])[cH:14][cH:15]1>>[Br:1][c:2]1[cH:3][c:4]([NH:5][C:21]([CH2:20][O:19][CH2:18][C:17]([NH:16][c:13]2[c:12]([C:25](=[O:26])[O:27][CH3:28])[cH:11][c:10]([Cl:9])[cH:15][cH:14]2)=[O:24])=[O:22])[cH:6][cH:7][cH:8]1. Reactants: Nc1cccc(Br)c1, COC(=O)c1cc(Cl)ccc1NC(=O)COCC(=O)O. Yields the product COC(=O)c1cc(Cl)ccc1NC(=O)COCC(=O)Nc1cccc(Br)c1. Starting materials: Cc1ccccc1, FC1(F)Oc2c(CBr)cccc2C1(F)F, c1ccc(P(c2ccccc2)c2ccccc2)cc1. Product: [Br-], FC1(F)Oc2c(C[P+](c3ccccc3)(c3ccccc3)c3ccccc3)cccc2C1(F)F. RXN SMILES: [CH3:35][c:36]1[cH:37][cH:38][cH:39][cH:40][cH:41]1.[F:1][C:2]1([F:15])[O:3][c:4]2[c:5]([cH:9][cH:10][cH:11][c:12]2[CH2:13][Br:14])[C:6]1([F:7])[F:8].[c:16]1([P:22]([c:23]2[cH:24][cH:25][cH:26][cH:27][cH:28]2)[c:29]2[cH:30][cH:31][cH:32][cH:33][cH:34]2)[cH:17][cH:18][cH:19][cH:20][cH:21]1>>[Br-:14].[F:1][C:2]1([F:15])[O:3][c:4]2[c:5]([cH:9][cH:10][cH:11][c:12]2[CH2:13][P+:22]([c:16]2[cH:17][cH:18][cH:19][cH:20][cH:21]2)([c:23]2[cH:24][cH:25][cH:26][cH:27][cH:28]2)[c:29]2[cH:30][cH:31][cH:32][cH:33][cH:34]2)[C:6]1([F:7])[F:8]. The reactants are FC(C1=C(C=CC=C1)N=C=O)(F)F (2-trifluoromethylphenyl isocyanate), CS(=O)C (dimethyl sulfoxide). The product is FC(C1=C(C=CC=C1)N=S(C)C)(F)F (N-(2-trifluoromethylphenyl)-S,S,-dimethylsulfilimine). Reaction SMILES: [F:1][C:2]([F:13])([F:12])[C:3]1[CH:8]=[CH:7][CH:6]=[CH:5][C:4]=1[N:9]=C=O.[CH3:14][S:15]([CH3:17])=O>>[F:1][C:2]([F:13])([F:12])[C:3]1[CH:8]=[CH:7][CH:6]=[CH:5][C:4]=1[N:9]=[S:15]([CH3:17])[CH3:14]. Procedure: The process of claim 3 in which 2-trifluoromethylphenyl isocyanate is reacted with dimethyl sulfoxide to produce N-(2-trifluoromethylphenyl)-S,S,-dimethylsulfilimine. Reactants: ClCCl.CO (dichloromethane methanol), NC=1C(=CC=CC1)C (o-toluidine), C[Al](C)C (Trimethylaluminum), IC=1C=C(C#N)C=CC1 (3-iodobenzonitrile). Solvent: C1(=CC=CC=C1)C (toluene), C1(=CC=CC=C1)C (toluene). Reaction conditions: time 2 hour. Product: IC=1C=C(C(=O)NC2=C(C=CC=C2)C)C=CC1 (3-iodo-N-(o-tolyl)benzamide). RXN SMILES: [NH2:1][C:2]1[C:3]([CH3:8])=[CH:4][CH:5]=[CH:6][CH:7]=1.C[Al](C)C.[I:13][C:14]1[CH:15]=[C:16]([CH:19]=[CH:20][CH:21]=1)[C:17]#N.ClCCl.C[OH:26]>C1(C)C=CC=CC=1>[I:13][C:14]1[CH:15]=[C:16]([CH:19]=[CH:20][CH:21]=1)[C:17]([NH:1][C:2]1[CH:7]=[CH:6][CH:5]=[CH:4][C:3]=1[CH3:8])=[O:26] |f:3.4|. Procedure details: To a 500 mL 3-neck round bottom flask was added o-toluidine (3.60 g, 33.6 mmol) and 150 mL toluene. The solution was cooled in an ice bath under nitrogen. Trimethylaluminum (2.0 M in toluene, 23.51 ml, 47.0 mmol) was added dropwise via dropping funnel. The reaction mixture was stirred at room temperature for 2 hours. Next, 3-iodobenzonitrile (10 g, 43.7 mmol) in 50 mL toluene was added and the reaction mixture was heated to 70° C. overnight under nitrogen. The reaction mixture was cooled in an i... The reactants are CC1=CC=C(C=C1)S(=O)(=O)N=C1N=C2N(S1)C(=C(S2)CCO)C2=CC=1CCCCC1C=C2 (2-[2-(4-methylphenyl)sulfonylimino-6-(5,6,7,8-tetrahydro-2-naphthyl)-2H-thiazolo[3,2- b][1,2,4]thiadiazol-5-yl]ethanol), C(C)(=O)OC(C)=O (acetic anhydride), N1=CC=CC=C1 (pyridine). The solvent is O (water). Yields the product C(C)(=O)OCCC1=C(N2SC(N=C2S1)=NS(=O)(=O)C1=CC=C(C=C1)C)C1=CC=2CCCCC2C=C1 (2-[2-(4-methylphenyl)sulfonylimino-6-(5,6,7,8-tetrahydro-2-naphthyl)-2H-thiazolo[3,2- b][1,2,4]thiadiazol-5-yl]ethyl acetate). The yield is 65.0%. As a reaction SMILES: [CH3:1][C:2]1[CH:7]=[CH:6][C:5]([S:8]([N:11]=[C:12]2[S:16][N:15]3[C:17]([C:23]4[CH:32]=[CH:31][C:30]5[CH2:29][CH2:28][CH2:27][CH2:26][C:25]=5[CH:24]=4)=[C:18]([CH2:20][CH2:21][OH:22])[S:19][C:14]3=[N:13]2)(=[O:10])=[O:9])=[CH:4][CH:3]=1.[C:33](OC(=O)C)(=[O:35])[CH3:34].N1C=CC=CC=1>O>[C:33]([O:22][CH2:21][CH2:20][C:18]1[S:19][C:14]2[N:15]([S:16][C:12](=[N:11][S:8]([C:5]3[CH:4]=[CH:3][C:2]([CH3:1])=[CH:7][CH:6]=3)(=[O:10])=[O:9])[N:13]=2)[C:17]=1[C:23]1[CH:32]=[CH:31][C:30]2[CH2:29][CH2:28][CH2:27][CH2:26][C:25]=2[CH:24]=1)(=[O:35])[CH3:34]. Procedure: A mixture of 2-[2-(4-methylphenyl)sulfonylimino-6-(5,6,7,8-tetrahydro-2-naphthyl)-2H-thiazolo[3,2- b][1,2,4]thiadiazol-5-yl]ethanol (500 mg), acetic anhydride (1 ml) and pyridine (5 ml) was stirred at room temperature for i hour. The reaction mixture was added to water, and the resulting crystal was collected by filtration and washed with water. The obtained crystal was subjected to silica gel chromatography and eluted with ethyl acetate-hexane (1:1, v/v). The separating crystal was recrystalliz... Reactants: NC=1SC=C(N1)C(C(=O)N[C@H]1[C@H]2SCC(=C(N2C1=O)C(=O)O)CSC1=CC(=NC=2N1N=C(N2)CNS(=O)(=O)C2=CC(=C(C=C2)O)O)C)=O ((6R,7R)-7-(2-Amino-4-thiazoleglyoxylamido)-3-[[[2-[(3,4-dihydroxybenzenesulphonamido)methyl]-5-methyl-s-triazolo[1,5-a]pyrimidin-7-yl]thio]methyl]-8-oxo-5-thia-1-azabicyclo[4.2.0]oct-2-ene-2-carboxylic acid), Cl.NOC(C(=O)NO)(C)C (2-(aminooxy)-N-hydroxy-2-methylpropionamide hydrochloride). Solvent: CC(=O)N(C)C (dimethylacetamide). The product is OC=1C=C(C=CC1O)S(=O)(=O)NCC1=NN2C(N=C(C=C2SCC2=C(N3C(CC3SC2)=O)C(=O)O)C)=N1 (3-[[[2-[(3,4-dihydroxybenzenesulphonamido)methyl]-5-methyl-s-triazolo[1.5-a]pyrimidin-7-yl]thio]methyl]-8-oxo-5-thia-1-azabicyclo[4.2.0]oct-2-ene-2-carboxylic acid). RXN SMILES: NC1SC=C(C(=O)C(N[C@@H:11]2[C:18](=[O:19])[N:17]3[C@@H:12]2[S:13][CH2:14][C:15]([CH2:23][S:24][C:25]2[N:30]4[N:31]=[C:32]([CH2:34][NH:35][S:36]([C:39]5[CH:44]=[CH:43][C:42]([OH:45])=[C:41]([OH:46])[CH:40]=5)(=[O:38])=[O:37])[N:33]=[C:29]4[N:28]=[C:27]([CH3:47])[CH:26]=2)=[C:16]3[C:20]([OH:22])=[O:21])=O)N=1.Cl.NOC(C)(C)C(NO)=O>CC(N(C)C)=O>[OH:46][C:41]1[CH:40]=[C:39]([S:36]([NH:35][CH2:34][C:32]2[N:33]=[C:29]3[N:28]=[C:27]([CH3:47])[CH:26]=[C:25]([S:24][CH2:23][C:15]4[CH2:14][S:13][CH:12]5[N:17]([C:18](=[O:19])[CH2:11]5)[C:16]=4[C:20]([OH:22])=[O:21])[N:30]3[N:31]=2)(=[O:38])=[O:37])[CH:44]=[CH:43][C:42]=1[OH:45] |f:1.2|. Procedure: (6R,7R)-7-(2-Amino-4-thiazoleglyoxylamido)-3-[[[2-[(3,4-dihydroxybenzenesulphonamido)methyl]-5-methyl-s-triazolo[1,5-a]pyrimidin-7-yl]thio]methyl]-8-oxo-5-thia-1-azabicyclo[4.2.0]oct-2-ene-2-carboxylic acid (0.05 g) and 0.02 g of 2-(aminooxy)-N-hydroxy-2-methylpropionamide hydrochloride are stirred in 0.5 ml of dimethylacetamide for 16 hours at room temperature. The dimethylacetamide is evaporated in a high vacuum, the residue is digested with water and the precipitate formed is filtered off and... Starting materials: FC1=C(C=C(C=C1)F)C(C=1C(=CC(=NC1)C(=O)NCO)C)S(=O)(=O)C1=CC=C(C=C1)F (5-[(2,5-difluorophenyl)[(4-fluorophenyl)sulfonyl]methyl]-N-(1-hydroxymethyl)-4-methylpyridine-2-carboxamide), C(C)(=O)OC(C)=O (acetic anhydride). Solvent: N1=CC=CC=C1 (pyridine). Reaction conditions: time 3 hour. Yields the product C(C)(=O)OCNC(=O)C1=NC=C(C(=C1)C)C(S(=O)(=O)C1=CC=C(C=C1)F)C1=C(C=CC(=C1)F)F ([[[5-[(2,5-Difluorophenyl)(4-fluorophenylsulfonyl)methyl]-4-methylpyridin-2-yl]carbonyl]amino]methyl acetate). Yield: 39.0%. Reaction SMILES: [F:1][C:2]1[CH:7]=[CH:6][C:5]([F:8])=[CH:4][C:3]=1[CH:9]([S:22]([C:25]1[CH:30]=[CH:29][C:28]([F:31])=[CH:27][CH:26]=1)(=[O:24])=[O:23])[C:10]1[C:11]([CH3:21])=[CH:12][C:13]([C:16]([NH:18][CH2:19][OH:20])=[O:17])=[N:14][CH:15]=1.[C:32](OC(=O)C)(=[O:34])[CH3:33]>N1C=CC=CC=1>[C:32]([O:20][CH2:19][NH:18][C:16]([C:13]1[CH:12]=[C:11]([CH3:21])[C:10]([CH:9]([C:3]2[CH:4]=[C:5]([F:8])[CH:6]=[CH:7][C:2]=2[F:1])[S:22]([C:25]2[CH:26]=[CH:27][C:28]([F:31])=[CH:29][CH:30]=2)(=[O:24])=[O:23])=[CH:15][N:14]=1)=[O:17])(=[O:34])[CH3:33]. Procedure details: To a solution of 5-[(2,5-difluorophenyl)[(4-fluorophenyl)sulfonyl]methyl]-N-(1-hydroxymethyl)-4-methylpyridine-2-carboxamide (200 mg, 0.44 mmol) obtained in Example 85 in pyridine (2 ml), acetic anhydride (2 ml) was added, and the mixture was stirred for 3 hours at room temperature. The reaction mixture was concentrated under reduced pressure, and then the residue was dissolved in ethyl acetate, and was washed with water. The solution was dried over anhydrous sodium sulfate and filtered, then th... Starting materials: BrC=1C=C2C(=CNC2=CC1)C[C@H]1N(CCC1)C ((S)-5-bromo-3-[(N-methylpyrrolidin-2-yl)methyl]-l H-indole), C[Si]([N-][Si](C)(C)C)(C)C.[Na+] (sodium hexamethyldisilazide), [Si](C)(C)(C(C)(C)C)Cl (t-butydimethylsilyl chloride). Run in C1CCOC1 (THF), C1CCOC1 (THF). Reaction conditions: time 20 minute. The product is BrC=1C=C2C(=CN(C2=CC1)[Si](C)(C)C(C)(C)C)C[C@H]1N(CCC1)C ((S)-5-Bromo-1-(t-butyldimethylsilyl)-3-[(N-methylpyrrolidin-2-yl)methyl]indole). Yield: 77.0%. As a reaction SMILES: [Br:1][C:2]1[CH:3]=[C:4]2[C:8](=[CH:9][CH:10]=1)[NH:7][CH:6]=[C:5]2[CH2:11][C@@H:12]1[CH2:16][CH2:15][CH2:14][N:13]1[CH3:17].C[Si](C)(C)[N-][Si](C)(C)C.[Na+].[Si:28](Cl)([C:31]([CH3:34])([CH3:33])[CH3:32])([CH3:30])[CH3:29]>C1COCC1>[Br:1][C:2]1[CH:3]=[C:4]2[C:8](=[CH:9][CH:10]=1)[N:7]([Si:28]([C:31]([CH3:34])([CH3:33])[CH3:32])([CH3:30])[CH3:29])[CH:6]=[C:5]2[CH2:11][C@@H:12]1[CH2:16][CH2:15][CH2:14][N:13]1[CH3:17] |f:1.2|. Reported procedure: To a solution of (S)-5-bromo-3-[(N-methylpyrrolidin-2-yl)methyl]-l H-indole (Example 3c, 1.00 g, 3.41 mmol) in THF (15 mL) under argon, was added sodium hexamethyldisilazide (6.82 mL, 6.82 mmol and the resulting solution was stirred at room temperature for 20 min. The reaction mixture was cooled to 0° C. and to this was added a solution of t-butydimethylsilyl chloride (1.03 g, 6.82 mmol) in THF (4 mL) and the resulting culture was warmed to room temperature and stirred for 1 hour. The solvent as... The reactants are CN(C)C=O, Clc1ccc2onc(CBr)c2c1, [H-], [Na+], c1c[nH]cn1. The product is Clc1ccc2onc(Cn3ccnc3)c2c1. Reaction SMILES: [CH3:20][N:21]([CH3:22])[CH:23]=[O:24].[Cl:8][c:9]1[cH:10][cH:11][c:12]2[c:13]([c:14]([CH2:17][Br:18])[n:15][o:16]2)[cH:19]1.[H-:1].[Na+:2].[nH:3]1[cH:4][n:5][cH:6][cH:7]1>>[n:3]1([CH2:17][c:14]2[c:13]3[c:12]([cH:11][cH:10][c:9]([Cl:8])[cH:19]3)[o:16][n:15]2)[cH:4][n:5][cH:6][cH:7]1.